Dataset: the Open Reaction Database (ORD), a public repository of structured organic reaction records. Task: describe an organic reaction: reactants, conditions, products, and yield Reactants: ClCCCO (3-chloropropanol), C(C)OC(\C=C\C)=O (crotonic acid ethyl ester), [H-].[Na+] (sodium hydride), 7-iodo-3-methyl-4-exaheptanoic. Reported procedure: The 7-iodo-3-methyl-4-exaheptanoic acid ethyl ester was obtained in the following manner: The 3-chloropropanol was added to the crotonic acid ethyl ester in the presence of sodium hydride to obtain the 7-chloro-3-methyl-4-oxaheptanoic acid ethyl ester (boiling point1 : 74° - 82° C). Then the 7-iodo-3-methyl-4-oxaheptanoic acid ethyl ester (boiling point0.05 : 62° - 65° C) was obtained in acetone with sodium iodide according to Finkelstein. RXN SMILES: [Cl:1][CH2:2][CH2:3][CH2:4][OH:5].[CH2:6]([O:8][C:9](=[O:13])/[CH:10]=[CH:11]/[CH3:12])[CH3:7].[H-].[Na+]>>[CH2:6]([O:8][C:9](=[O:13])[CH2:10][CH:11]([CH3:12])[O:5][CH2:4][CH2:3][CH2:2][Cl:1])[CH3:7] |f:2.3|. Product: C(C)OC(CC(OCCCCl)C)=O (7-chloro-3-methyl-4-oxaheptanoic acid ethyl ester). The reactants are CC(=O)Nc1ccc(C=C2C(=S)c3cc(C)ccc3OC2c2ccccc2)cc1, CO. Yields the product CC(=O)Nc1ccc(C=C2C(=S)c3cc(C)ccc3[O+]([O-])C2c2ccccc2)cc1. RXN SMILES: [C:1]([CH3:2])(=[O:3])[NH:4][c:5]1[cH:6][cH:7][c:8]([CH:9]=[C:10]2[CH:11]([c:22]3[cH:23][cH:24][cH:25][cH:26][cH:27]3)[O:12][c:13]3[cH:14][cH:15][c:16]([CH3:21])[cH:17][c:18]3[C:19]2=[S:20])[cH:28][cH:29]1.[CH3:30][OH:31]>>[C:1]([CH3:2])(=[O:3])[NH:4][c:5]1[cH:6][cH:7][c:8]([CH:9]=[C:10]2[CH:11]([c:22]3[cH:23][cH:24][cH:25][cH:26][cH:27]3)[O+:12]([O-:31])[c:13]3[cH:14][cH:15][c:16]([CH3:21])[cH:17][c:18]3[C:19]2=[S:20])[cH:28][cH:29]1. Starting materials: C(C1=CC=CC=C1)OC(=O)N1CC1 (aziridine-1-carboxylic acid benzyl ester), C(C)OC(C(C(=O)OCC)[Na])=O (sodiomalonic acid diethyl ester), [H-].[Na+] (sodium hydride), C(CC(=O)OCC)(=O)OCC (diethyl malonate), P(O)(O)(O)=O (phosphoric acid). The solvent is O1CCCC1 (tetrahydrofuran). Reaction conditions: time 22 hour. The product is C(C)OC(=O)C1C(N(CC1)C(=O)OCC1=CC=CC=C1)=O (1-carbobenzoxy-2-oxopyrroidine-3-carboxylic acid ethyl ester). RXN SMILES: C(O[C:4](=[O:12])[CH:5]([Na])[C:6]([O:8][CH2:9][CH3:10])=[O:7])C.[H-].[Na+].C(OCC)(=O)CC(OCC)=O.[CH2:26]([O:33][C:34]([N:36]1[CH2:38][CH2:37]1)=[O:35])[C:27]1[CH:32]=[CH:31][CH:30]=[CH:29][CH:28]=1.P(=O)(O)(O)O>O1CCCC1>[CH2:9]([O:8][C:6]([CH:5]1[CH2:38][CH2:37][N:36]([C:34]([O:33][CH2:26][C:27]2[CH:32]=[CH:31][CH:30]=[CH:29][CH:28]=2)=[O:35])[C:4]1=[O:12])=[O:7])[CH3:10] |f:1.2|. Procedure details: To a solution of sodiomalonic acid diethyl ester prepared from sodium hydride (704 mg), diethyl malonate (3 ml), and tetrahydrofuran (10 ml) is added aziridine-1-carboxylic acid benzyl ester (1.8 g). After 22 hours at room temperature, the mixture is neutralized with 10% phosphoric acid, washed with water, dried and concentrated to give 1-carbobenzoxy-2-oxopyrroidine-3-carboxylic acid ethyl ester (1.85 g). Oil. IR (CHCl3) ν: 1785, 1730 cm-1. Starting materials: CCO, O=C[O-], O=c1[nH]c2cnc3[nH]ccc3c2n1C1CCCN(c2ccc([N+](=O)[O-])cn2)C1, [NH4+], C1CCOC1, O. Yields the product Nc1ccc(N2CCCC(n3c(=O)[nH]c4cnc5[nH]ccc5c43)C2)nc1. RXN SMILES: [CH3:34][CH2:35][OH:36].[CH:30]([O-:31])=[O:32].[N+:1]([O-:2])(=[O:3])[c:4]1[cH:5][cH:6][c:7]([N:10]2[CH2:11][CH:12]([n:16]3[c:17](=[O:28])[nH:18][c:19]4[c:20]3[c:21]3[c:22]([n:23][cH:24]4)[nH:25][cH:26][cH:27]3)[CH2:13][CH2:14][CH2:15]2)[n:8][cH:9]1.[NH4+:33].[O:37]1[CH2:38][CH2:39][CH2:40][CH2:41]1.[OH2:29]>>[NH2:1][c:4]1[cH:5][cH:6][c:7]([N:10]2[CH2:11][CH:12]([n:16]3[c:17](=[O:28])[nH:18][c:19]4[c:20]3[c:21]3[c:22]([n:23][cH:24]4)[nH:25][cH:26][cH:27]3)[CH2:13][CH2:14][CH2:15]2)[n:8][cH:9]1. The reactants are C(C)(C)(C)C1=CC=C(C=O)C=C1 (4-tert-butylbenzaldehyde), FC1=C(C=CC=C1)CCN (2-(2-fluoro-phenyl)-ethyl-amine), [BH4-].[Na+] (sodium borohydride). Reagents/catalysts: Cl (HCl). The solvent is CO (methanol). Conditions: time 30 minute. Product: C(C)(C)(C)C1=CC=C(CNCCC2=C(C=CC=C2)F)C=C1 ((4-tert-butyl-benzyl)-[2-(2-fluoro-phenyl)-ethyl]-amine). Yield: 65.0%. Reaction SMILES: [C:1]([C:5]1[CH:12]=[CH:11][C:8]([CH:9]=O)=[CH:7][CH:6]=1)([CH3:4])([CH3:3])[CH3:2].[F:13][C:14]1[CH:19]=[CH:18][CH:17]=[CH:16][C:15]=1[CH2:20][CH2:21][NH2:22].[BH4-].[Na+]>CO.Cl>[C:1]([C:5]1[CH:12]=[CH:11][C:8]([CH2:9][NH:22][CH2:21][CH2:20][C:15]2[CH:16]=[CH:17][CH:18]=[CH:19][C:14]=2[F:13])=[CH:7][CH:6]=1)([CH3:4])([CH3:3])[CH3:2] |f:2.3|. Procedure details: 0.38 ml of 4-tert-butylbenzaldehyde (2.25 mmol) and 0.200 ml 2-(2-fluoro-phenyl)-ethyl-amine (1.5 mmol) were dissolved in 4.5 ml methanol at rt, and after stirring for 30 min at rt, were refluxed for 2.5 h. After cooling down to rt, 85 mg (2.25 mmol) sodium borohydride were added and after stirring for 5 min at rt, the reaction mixture was then refluxed for 3 h. After cooling down to rt, the reaction mixture was treated with 4 drops 1 N HCl and concentrated in vacuo. The residue was diluted with... Starting materials: OCCN(C(C1=CC=C(C=C1)C(=C1CCN(CC1)CC=1N=CSC1)C=1C=CC=C2C=CC=NC12)=O)C (N-(2-hydroxyethyl)-N-methyl-4-(quinolin-8-yl(1-(thiazol-4-ylmethyl)piperidin-4-ylidene)methyl)benzamide), CNCCO (2-(methylamino)ethanol), C(C)(C)(C)OC(=O)N1CCC(CC1)=C(C1=CC=C(C(=O)O)C=C1)Br (4-((1-(tert-butoxycarbonyl)piperidin-4-ylidene)bromomethyl)benzoic acid). Product: OCCN(C(=O)C1=CC=C(C=C1)C(=C1CCN(CC1)C(=O)OC(C)(C)C)Br)C (tert-butyl 4-((4-(N-(2-hydroxyethyl)-N-methylcarbamoyl)phenyl)bromomethylene)piperidine-1-carboxylate). Reaction SMILES: [OH:1][CH2:2][CH2:3][N:4](C)[C:5](=O)C1C=CC(C(C2C=CC=C3C=2N=CC=C3)=C2CCN(CC3N=CSC=3)CC2)=CC=1.CNCCO.[C:42]([O:46][C:47]([N:49]1[CH2:54][CH2:53][C:52](=[C:55]([Br:65])[C:56]2[CH:64]=[CH:63][C:59]([C:60](O)=[O:61])=[CH:58][CH:57]=2)[CH2:51][CH2:50]1)=[O:48])([CH3:45])([CH3:44])[CH3:43]>>[OH:1][CH2:2][CH2:3][N:4]([CH3:5])[C:60]([C:59]1[CH:63]=[CH:64][C:56]([C:55]([Br:65])=[C:52]2[CH2:51][CH2:50][N:49]([C:47]([O:46][C:42]([CH3:44])([CH3:43])[CH3:45])=[O:48])[CH2:54][CH2:53]2)=[CH:57][CH:58]=1)=[O:61]. Procedure details: A still further embodiment is directed to a process for preparing N-(2-hydroxyethyl)-N-methyl-4-(quinolin-8-yl(1-(thiazol-4-ylmethyl)piperidin-4-ylidene)methyl)benzamide comprising reacting 2-(methylamino)ethanol with 4-((1-(tert-butoxycarbonyl)piperidin-4-ylidene)bromomethyl)benzoic acid to form tert-butyl 4-((4-(N-(2-hydroxyethyl)-N-methylcarbamoyl)phenyl)bromomethylene)piperidine-1-carboxylate; reacting the tert-butyl 4-((4-(N-(2-hydroxyethyl)-N-methylcarbamoyl)phenyl)bromomethylene)piperidin... Starting materials: Cl (hydrochloric acid), C(C)C1CC(C1)C(=O)O (3-ethylcyclobutanecarboxlic acid), resultant mixture, resultant mixture, C(C)(C)NC(C)C (diisopropylamine), solution, C(CCC)[Li] (n-butyllithium), CI (Methyl iodide). Run in O1CCCC1 (tetrahydrofuran), O1CCCC1 (tetrahydrofuran), CCCCCC (hexane). The product is CC1(CC(C1)CC)C(=O)O (1-Methyl-3-ethylcyclobutanecarboxylic acid). The yield is 109.9%. As a reaction SMILES: [CH:1](NC(C)C)(C)C.C([Li])CCC.[CH2:13]([CH:15]1[CH2:18][CH:17]([C:19]([OH:21])=[O:20])[CH2:16]1)[CH3:14].CI.Cl>O1CCCC1.CCCCCC>[CH3:1][C:17]1([C:19]([OH:21])=[O:20])[CH2:18][CH:15]([CH2:13][CH3:14])[CH2:16]1. Procedure details: A solution of 19.9 ml (140 mmol) of dry diisopropylamine in 100 ml of dry tetrahydrofuran was stirred in under an argon atmosphere and 63.6 ml (140 mmol) of a solution of n-butyllithium (2.2 M) in hexane was added dropwise thereto while maintaining the temperature below about 5° C. The resultant mixture was then stirred for 15 min with ice-bath cooling. A solution of 8.2 g (64 mmol) of 3-ethylcyclobutanecarboxlic acid (prepared in Example 1E) in 15 ml of dry tetrahydrofuran was added dropwise to... Reactants: 1-(3-(hydroxymethyl)-5-(trifluoromethypphenylcarbamoyl)-1H-indol-5-yloxy)-5,6-dihydropyrido[3,4-d]pyrimidine-7(8 H)-carboxylate, CCN(C(C)C)C(C)C (DIEA), CS(=O)(=O)Cl (methanesulfonyl chloride), CCOC(=O)C (EtOAc), ClCC=1C=C(C=C(C1)C(F)(F)F)NC(=O)N1C=CC2=CC(=CC=C12)OC=1C2=C(N=CN1)CN(CC2)C(=O)OC(C)(C)C (tert-butyl 4-(1-(3-(chloromethyl)-5-(trifluoromethyl)phenylcarbamoyl)-1H-indol-5-yloxy)-5,6-dihydropyrido[3,4-d]pyrimidine-7(8 H)-carboxylate). Solvent: C(Cl)Cl (DCM). Conditions: time 3 hour. The product is CS(=O)(=O)OCC=1C=C(C=C(C1)C(F)(F)F)NC(=O)N1C=CC2=CC(=CC=C12)OC=1C2=C(N=CN1)CN(CC2)C(=O)OC(C)(C)C (tert-Butyl 4-(1-(3-((methylsulfonyloxy)methyl)-5-(trifluoromethyl)phenylcarbamoyl)-1H-indol-5-yloxy)-5,6-dihydropyrido[3,4-d]pyrimidine-7(8 H)-carboxylate). Reaction SMILES: CCN(C(C)C)C(C)C.[CH3:10][S:11](Cl)(=[O:13])=[O:12].Cl[CH2:16][C:17]1[CH:18]=[C:19]([NH:27][C:28]([N:30]2[C:38]3[C:33](=[CH:34][C:35]([O:39][C:40]4[C:41]5[CH2:49][CH2:48][N:47]([C:50]([O:52][C:53]([CH3:56])([CH3:55])[CH3:54])=[O:51])[CH2:46][C:42]=5[N:43]=[CH:44][N:45]=4)=[CH:36][CH:37]=3)[CH:32]=[CH:31]2)=[O:29])[CH:20]=[C:21]([C:23]([F:26])([F:25])[F:24])[CH:22]=1.CC[O:59]C(C)=O>C(Cl)Cl>[CH3:10][S:11]([O:13][CH2:16][C:17]1[CH:18]=[C:19]([NH:27][C:28]([N:30]2[C:38]3[C:33](=[CH:34][C:35]([O:39][C:40]4[C:41]5[CH2:49][CH2:48][N:47]([C:50]([O:52][C:53]([CH3:56])([CH3:55])[CH3:54])=[O:51])[CH2:46][C:42]=5[N:43]=[CH:44][N:45]=4)=[CH:36][CH:37]=3)[CH:32]=[CH:31]2)=[O:29])[CH:20]=[C:21]([C:23]([F:26])([F:25])[F:24])[CH:22]=1)(=[O:59])=[O:12]. Procedure details: To a solution of tert-butyl 4-(1-(3-(hydroxymethyl)-5-(trifluoromethypphenylcarbamoyl)-1H-indol-5-yloxy)-5,6-dihydropyrido[3,4-d]pyrimidine-7(8 H)-carboxylate (0.211 g, 0.361 mmol) in 6 mL of DCM with DIEA (0.19 mL, 1.08 mmol) at 0° C., methanesulfonyl chloride (0.037 mL, 0.469 mmol) is added and the reaction stirred for 3 h. At that point the reaction is diluted with EtOAc, washed with saturated sodium bicarbonate, brine and the organic layer is dried over sodium sulfate. Concentration provides...